Dataset: the Open Reaction Database (ORD), a public repository of structured organic reaction records. Task: describe an organic reaction: reactants, conditions, products, and yield The reactants are Brc1cnc2[nH]ccc2c1, CO, CCCS(=O)(=O)Nc1cccc(C=O)c1F, [K+], [OH-], O. RXN SMILES: [Br:1][c:2]1[cH:3][c:4]2[cH:5][cH:6][nH:7][c:8]2[n:9][cH:10]1.[CH3:30][OH:31].[F:11][c:12]1[c:13]([NH:20][S:21](=[O:22])(=[O:23])[CH2:24][CH2:25][CH3:26])[cH:14][cH:15][cH:16][c:17]1[CH:18]=[O:19].[K+:28].[OH-:27].[OH2:29]>>[Br:1][c:2]1[cH:3][c:4]2[c:5]([CH:18]([c:17]3[c:12]([F:11])[c:13]([NH:20][S:21](=[O:22])(=[O:23])[CH2:24][CH2:25][CH3:26])[cH:14][cH:15][cH:16]3)[OH:19])[cH:6][nH:7][c:8]2[n:9][cH:10]1. Product: CCCS(=O)(=O)Nc1cccc(C(O)c2c[nH]c3ncc(Br)cc23)c1F.